Dataset: the Open Reaction Database (ORD), a public repository of structured organic reaction records. Task: describe an organic reaction: reactants, conditions, products, and yield The reactants are CC(C)(C)OC(=O)N1CCC2(CC1)CO2, C1COCCN1, CCO. Product: CC(C)(C)OC(=O)N1CCC(O)(CN2CCOCC2)CC1. Reaction SMILES: [C:1]([CH3:2])([CH3:3])([CH3:4])[O:5][C:6](=[O:7])[N:8]1[CH2:9][CH2:10][C:11]2([CH2:12][O:13]2)[CH2:14][CH2:15]1.[CH2:16]1[CH2:17][O:18][CH2:19][CH2:20][NH:21]1.[CH3:22][CH2:23][OH:24]>>[C:1]([CH3:2])([CH3:3])([CH3:4])[O:5][C:6](=[O:7])[N:8]1[CH2:9][CH2:10][C:11]([CH2:12][N:21]2[CH2:16][CH2:17][O:18][CH2:19][CH2:20]2)([OH:13])[CH2:14][CH2:15]1. Starting materials: FC=1C=CC=C(C1C(=O)N)N (6-fluoroanthanilamide), ClC=1SC(=CN1)C (2-chloro-5-methylthiazole). The product is CC1=CN2C(=NC3=CC=CC(=C3C2=O)F)S1 (2-methyl-6-fluoro-5H-thiazolo-(2,3-b)-quinazolin-5-one). Isolated yield 82.3%. Reaction SMILES: [F:1][C:2]1[CH:3]=[CH:4][CH:5]=[C:6]([NH2:11])[C:7]=1[C:8]([NH2:10])=[O:9].Cl[C:13]1[S:14][C:15]([CH3:18])=[CH:16]N=1>>[CH3:18][C:15]1[S:14][C:13]2=[N:11][C:6]3[C:7]([C:8](=[O:9])[N:10]2[CH:16]=1)=[C:2]([F:1])[CH:3]=[CH:4][CH:5]=3. Reported procedure: 10.8 g of 6-fluoroanthanilamide and 9.4 g of 2-chloro-5-methylthiazole were stirred for 7 hours at 150° C. After working up in the conventional manner there was obtained 13.5 g (83%) of the above compound; m.p. 245°-246° C. The reactants are C(C)OC(=O)C=1C=NC2=C(C=CC=C2C1NC1CCCC1)OC (4-cyclopentylamino-8-methoxy-quinoline-3-carboxylic acid ethyl ester), N(=C=O)C1=C(C=CC(=C1)C)C (1-isocyanato-2,5-dimethyl-benzene). The product is C1(CCCC1)N1C(N(C(C=2C=NC=3C(=CC=CC3C21)OC)=O)C2=C(C=CC(=C2)C)C)=O (1-Cyclopentyl-3-(2,5-dimethyl-phenyl)-7-methoxy-1H-pyrimido[5,4-c]quinoline-2,4-dione). The yield is 34.6%. Reaction SMILES: C(O[C:4]([C:6]1[CH:7]=[N:8][C:9]2[C:14]([C:15]=1[NH:16][CH:17]1[CH2:21][CH2:20][CH2:19][CH2:18]1)=[CH:13][CH:12]=[CH:11][C:10]=2[O:22][CH3:23])=[O:5])C.[N:24]([C:27]1[CH:32]=[C:31]([CH3:33])[CH:30]=[CH:29][C:28]=1[CH3:34])=[C:25]=[O:26]>>[CH:17]1([N:16]2[C:15]3[C:14]4[CH:13]=[CH:12][CH:11]=[C:10]([O:22][CH3:23])[C:9]=4[N:8]=[CH:7][C:6]=3[C:4](=[O:5])[N:24]([C:27]3[CH:32]=[C:31]([CH3:33])[CH:30]=[CH:29][C:28]=3[CH3:34])[C:25]2=[O:26])[CH2:18][CH2:19][CH2:20][CH2:21]1. Reported procedure: 1-Cyclopentyl-3-(2,5-dimethyl-phenyl)-7-methoxy-1H-pyrimido[5,4-c]quinoline-2,4-dione (46 mg) was prepared from 4-cyclopentylamino-8-methoxy-quinoline-3-carboxylic acid ethyl ester (0.32 mmol) and 1-isocyanato-2,5-dimethyl-benzene (0.48 mmol) following general procedure C. LCMS: m/z 416 [M+1]+. Reactants: C(C)(C)N1C(C(=CC2=CC=CC=C12)C(=O)O)=O (1-isopropyl-2-oxo-1,2-dihydro-3-quinolinecarboxylic acid), S(=O)(Cl)Cl (thionyl chloride). Run in C1(=CC=CC=C1)C (toluene). Yields the product C(C)(C)N1C(C(=CC2=CC=CC=C12)C(=O)Cl)=O (1-isopropyl-2-oxo-1,2-dihydro-3-quinolinecarbonyl chloride). As a reaction SMILES: [CH:1]([N:4]1[C:13]2[C:8](=[CH:9][CH:10]=[CH:11][CH:12]=2)[CH:7]=[C:6]([C:14](O)=[O:15])[C:5]1=[O:17])([CH3:3])[CH3:2].S(Cl)([Cl:20])=O>C1(C)C=CC=CC=1>[CH:1]([N:4]1[C:13]2[C:8](=[CH:9][CH:10]=[CH:11][CH:12]=2)[CH:7]=[C:6]([C:14]([Cl:20])=[O:15])[C:5]1=[O:17])([CH3:3])[CH3:2]. Procedure details: A solution of 3.88 g of 1-isopropyl-2-oxo-1,2-dihydro-3-quinolinecarboxylic acid and 5.0 ml of thionyl chloride in 50 ml of toluene was stirred at 100° C. for 5 hours. After toluene was distilled off under vacuum, toluene was again added to the residue. The solvent was again distilled off under vacuum to give 4.22 g of 1-isopropyl-2-oxo-1,2-dihydro-3-quinolinecarbonyl chloride. Reactants: resultant solution, C1(=CC=CC=C1)P(C1=CC=CC=C1)C1=CC=CC=C1 (triphenylphosphine), N(=NC(=O)OCC)C(=O)OCC (diethyl azodicarboxylate), C(C)(C)(C)OC(=O)N1[C@@H](CCC1)CO ((S)-1-t-butoxycarbonyl-2-pyrrolidinemethanol), OC=1C=NC=CC1 (3-hydroxypyridine). The solvent is O1CCCC1 (tetrahydrofuran). Yields the product C(C)(C)(C)OC(=O)N1[C@@H](CCC1)COC=1C=NC=CC1 (3-((1-t-butoxycarbonyl-2-(S)-pyrrolidinyl)methoxy)pyridine). The yield is 143.7%. As a reaction SMILES: C1(P(C2C=CC=CC=2)C2C=CC=CC=2)C=CC=CC=1.N(C(OCC)=O)=NC(OCC)=O.[C:32]([O:36][C:37]([N:39]1[CH2:43][CH2:42][CH2:41][C@H:40]1[CH2:44][OH:45])=[O:38])([CH3:35])([CH3:34])[CH3:33].O[C:47]1[CH:48]=[N:49][CH:50]=[CH:51][CH:52]=1>O1CCCC1>[C:32]([O:36][C:37]([N:39]1[CH2:43][CH2:42][CH2:41][C@H:40]1[CH2:44][O:45][C:47]1[CH:48]=[N:49][CH:50]=[CH:51][CH:52]=1)=[O:38])([CH3:35])([CH3:34])[CH3:33]. Reported procedure: To a solution of triphenylphosphine (1.97 g, 7.5 mmol) in 30 mL of tetrahydrofuran at room temperature was added diethyl azodicarboxylate (DEAD) (1.13 mL, 7.5 mmol) dropwise with stirring. After stirring at room temperature for 30 minutes, (S)-1-t-butoxycarbonyl-2-pyrrolidinemethanol (from Example 15a below, 1 g, 5.0 mmol) and 3-hydroxypyridine (713 mg, 7.5 mmol) were added to the reaction mixture. The resultant solution was stirred at room temperature for 16 hr. After all the starting material ...